This data is from the Open Reaction Database (ORD), a public repository of structured organic reaction records. The task is: describe an organic reaction: reactants, conditions, products, and yield The reactants are ClC1=NC2=CC=C(C=C2C=C1Cl)OC (2,3-dichloro-6-methoxyquinoline), ClC1=NC2=CC=C(C=C2C=C1Cl)OC (2,3-dichloro-6-methoxyquinoline), B(O)(O)C1=C(C=C(C(=O)O)C=C1)F (4-borono-3-fluorobenzoic acid). Yields the product ClC=1C(=NC2=CC=C(C=C2C1)OC)C1=C(C=C(C(=O)O)C=C1)F (4-(3-chloro-6-methoxyquinolin-2-yl)-3-fluorobenzoic acid). As a reaction SMILES: Cl[C:2]1[C:11]([Cl:12])=[CH:10][C:9]2[C:4](=[CH:5][CH:6]=[C:7]([O:13][CH3:14])[CH:8]=2)[N:3]=1.B([C:18]1[CH:26]=[CH:25][C:21]([C:22]([OH:24])=[O:23])=[CH:20][C:19]=1[F:27])(O)O>>[Cl:12][C:11]1[C:2]([C:18]2[CH:26]=[CH:25][C:21]([C:22]([OH:24])=[O:23])=[CH:20][C:19]=2[F:27])=[N:3][C:4]2[C:9]([CH:10]=1)=[CH:8][C:7]([O:13][CH3:14])=[CH:6][CH:5]=2. Reported procedure: Scheme 3: starting from 2,3-dichloro-6-methoxyquinoline (Intermediate 4) and 4-borono-3-fluorobenzoic acid. An aqueous/EtOAc workup was performed followed by purification by silica gel column (PE/EtOAc=1/1) to give the desired product. Starting materials: C#Cc1cnc2ccc(OC(SC)C(=O)NC(C)(CO)C(O[SiH2]C(C)(C)C)(c3ccccc3)c3ccccc3)cc2c1, ClCCl. The product is C#Cc1cnc2ccc(OC(SC)C(=O)NC(C)(C=O)C(O[SiH2]C(C)(C)C)(c3ccccc3)c3ccccc3)cc2c1. As a reaction SMILES: [C:1]([CH3:2])([CH3:3])([CH3:4])[SiH2:5][O:6][C:7]([C:8]([CH2:9][OH:10])([CH3:11])[NH:12][C:13]([CH:14]([S:15][CH3:16])[O:17][c:18]1[cH:19][c:20]2[cH:21][c:22]([C:28]#[CH:29])[cH:23][n:24][c:25]2[cH:26][cH:27]1)=[O:30])([c:31]1[cH:32][cH:33][cH:34][cH:35][cH:36]1)[c:37]1[cH:38][cH:39][cH:40][cH:41][cH:42]1.[Cl:43][CH2:44][Cl:45]>>[C:1]([CH3:2])([CH3:3])([CH3:4])[SiH2:5][O:6][C:7]([C:8]([CH:9]=[O:10])([CH3:11])[NH:12][C:13]([CH:14]([S:15][CH3:16])[O:17][c:18]1[cH:19][c:20]2[cH:21][c:22]([C:28]#[CH:29])[cH:23][n:24][c:25]2[cH:26][cH:27]1)=[O:30])([c:31]1[cH:32][cH:33][cH:34][cH:35][cH:36]1)[c:37]1[cH:38][cH:39][cH:40][cH:41][cH:42]1. Starting materials: BrC1=CC=C(C=N1)O (6-bromopyridin-3-ol), ICC (iodoethane), C([O-])([O-])=O.[K+].[K+] (potassium carbonate), CN(C)C=O (DMF). The solvent is O (Water). Reaction conditions: temperature 60 celsius, time 3 hour. Yields the product BrC1=NC=C(C=C1)OCC (2-bromo-5-ethoxypyridine). Reaction SMILES: [Br:1][C:2]1[N:7]=[CH:6][C:5]([OH:8])=[CH:4][CH:3]=1.I[CH2:10][CH3:11].C(=O)([O-])[O-].[K+].[K+].CN(C=O)C>O>[Br:1][C:2]1[CH:3]=[CH:4][C:5]([O:8][CH2:10][CH3:11])=[CH:6][N:7]=1 |f:2.3.4|. Procedure details: A mixture of 6-bromopyridin-3-ol (7.58 g), iodoethane (5.23 mL), potassium carbonate (9.03 g), and DMF (80 mL) was stirred at 60° C. for 3 hr. Water was added, and the mixture was extracted with ethyl acetate. The organic layer was washed with brine, dried over anhydrous magnesium sulfate and concentrated under reduced pressure. The residue was purified by silica gel column chromatography (hexane/ethyl acetate) to give the title compound (7.58 g) as a pale yellow solid. Starting materials: OC=1C=C(C=CC1)C(C)=O (1-(3-hydroxyphenyl)ethanone), C(C)(=O)O[C@H]1C(SC[C@H]([C@@H]1OC(C)=O)OC(C)=O)Br (2,3,4-tri-O-acetyl-5-thio-D-xylopyranosyl bromide). The reagents and catalysts are [N-]1C=NC=C1.[Ag+] (silver imidazolate), [Cl-].[Zn+2].[Cl-] (zinc chloride). Run in C(C)#N (acetonitrile), C(Cl)Cl (methylene chloride). Yields the product C(C)(=O)O[C@H]1[C@H](OC2=CC(=CC=C2)C(C)=O)SC[C@H]([C@@H]1OC(C)=O)OC(C)=O (3-acetylphenyl 2,3,4-tri-O-acetyl-5-thio-β-D-xylopyranoside). Isolated yield 13.8%. RXN SMILES: [OH:1][C:2]1[CH:3]=[C:4]([C:8](=[O:10])[CH3:9])[CH:5]=[CH:6][CH:7]=1.[C:11]([O:14][C@@H:15]1[C@@H:20]([O:21][C:22](=[O:24])[CH3:23])[C@H:19]([O:25][C:26](=[O:28])[CH3:27])[CH2:18][S:17][CH:16]1Br)(=[O:13])[CH3:12]>C(Cl)Cl.C(#N)C.[N-]1C=CN=C1.[Ag+].[Cl-].[Zn+2].[Cl-]>[C:11]([O:14][C@@H:15]1[C@@H:20]([O:21][C:22](=[O:24])[CH3:23])[C@H:19]([O:25][C:26](=[O:28])[CH3:27])[CH2:18][S:17][C@H:16]1[O:1][C:2]1[CH:7]=[CH:6][CH:5]=[C:4]([C:8](=[O:10])[CH3:9])[CH:3]=1)(=[O:13])[CH3:12] |f:4.5,6.7.8|. Procedure details: If the procedure described in Preparation LXXXIII is followed starting from 3.45 g (25.3.10-3 mol) of 1-(3-hydroxyphenyl)ethanone, 6 g (16.9.10-3 mol) of 2,3,4-tri-O-acetyl-5-thio-D-xylopyranosyl bromide, 3 g (17.10-3 mol) of silver imidazolate and 4.6 g (33.7.10-3 mol) of zinc chloride in 90 ml of methylene chloride and 30 ml of acetonitrile, 0.96 g (yield: 14%) of the expected product is obtained after purification by chromatography on silica gel using a toluene/ethyl acetate mixture (6/1 v/v)... The reactants are CCN=C=NCCCN(C)C, COc1cc2c(c3c1OC(C)(C)C3)C(c1ccc(C(=O)O)cc1)=NC(C)(C)C2, COc1ccc(N)cc1, CN(C)C=O, Cl, Cl, O, O, On1nnc2ccccc21. Yields the product COc1ccc(NC(=O)c2ccc(C3=NC(C)(C)Cc4cc(OC)c5c(c43)CC(C)(C)O5)cc2)cc1. Reaction SMILES: [CH2:2]([N:3]=[C:4]=[N:5][CH2:6][CH2:7][CH2:8][N:9]([CH3:10])[CH3:11])[CH3:12].[CH3:14][O:15][c:16]1[cH:17][c:18]2[c:23]([c:24]3[c:25]1[O:26][C:27]([CH3:29])([CH3:30])[CH2:28]3)[C:22]([c:31]1[cH:32][cH:33][c:34]([C:35](=[O:36])[OH:37])[cH:38][cH:39]1)=[N:21][C:20]([CH3:40])([CH3:41])[CH2:19]2.[CH3:53][O:54][c:55]1[cH:56][cH:57][c:58]([NH2:59])[cH:60][cH:61]1.[CH3:62][N:63]([CH3:64])[CH:65]=[O:66].[ClH:13].[ClH:1].[OH2:42].[OH2:67].[OH:43][n:44]1[c:45]2[cH:46][cH:47][cH:48][cH:49][c:50]2[n:51][n:52]1>>[CH3:14][O:15][c:16]1[cH:17][c:18]2[c:23]([c:24]3[c:25]1[O:26][C:27]([CH3:29])([CH3:30])[CH2:28]3)[C:22]([c:31]1[cH:32][cH:33][c:34]([C:35](=[O:36])[NH:59][c:58]3[cH:57][cH:56][c:55]([O:54][CH3:53])[cH:61][cH:60]3)[cH:38][cH:39]1)=[N:21][C:20]([CH3:40])([CH3:41])[CH2:19]2. Starting materials: C1(CC1)NC(=O)C1=CN(C2=NC=CC=C2C1=O)C1=CC(=CC=C1)C1=CC=C(C=C1)CO (N-Cyclopropyl-1-[3-(4-hydroxymethylphenyl)phenyl]-1,4-dihydro[1,8]naphthyridin-4-one-3-carboxamide), C(Br)(Br)(Br)Br (carbon tetrabromide), C1=CC=C(C=C1)P(CCP(C2=CC=CC=C2)C3=CC=CC=C3)C4=CC=CC=C4 (diphos). Run in C(Cl)Cl (methylene chloride). Reaction conditions: time 3 hour. The product is C1(CC1)NC(=O)C1=CN(C2=NC=CC=C2C1=O)C1=CC(=CC=C1)C1=CC=C(C=C1)CBr (N-Cyclopropyl-1-[3-(4-bromomethylphenyl)phenyl]-1,4-dihydro[1,8]naphthyridin-4-one-3-carboxamide). RXN SMILES: [CH:1]1([NH:4][C:5]([C:7]2[C:16](=[O:17])[C:15]3[C:10](=[N:11][CH:12]=[CH:13][CH:14]=3)[N:9]([C:18]3[CH:23]=[CH:22][CH:21]=[C:20]([C:24]4[CH:29]=[CH:28][C:27]([CH2:30]O)=[CH:26][CH:25]=4)[CH:19]=3)[CH:8]=2)=[O:6])[CH2:3][CH2:2]1.C(Br)(Br)(Br)[Br:33].C1C=CC(P(C2C=CC=CC=2)CCP(C2C=CC=CC=2)C2C=CC=CC=2)=CC=1>C(Cl)Cl>[CH:1]1([NH:4][C:5]([C:7]2[C:16](=[O:17])[C:15]3[C:10](=[N:11][CH:12]=[CH:13][CH:14]=3)[N:9]([C:18]3[CH:23]=[CH:22][CH:21]=[C:20]([C:24]4[CH:29]=[CH:28][C:27]([CH2:30][Br:33])=[CH:26][CH:25]=4)[CH:19]=3)[CH:8]=2)=[O:6])[CH2:3][CH2:2]1. Reported procedure: A mixture of N-cyclopropyl-1-[3-(4-hydroxymethylphenyl)phenyl]-1,4-dihydro[1,8]naphthyridin-4-one-3-carboxamide from Example 16, carbon tetrabromide (2 eq), and diphos (0.6 molareq) in methylene chloride (15 ml/mmol) was stirred at room temperature for 3 hours. The mixture was concentrated at room temperature and chromatographed on silica gel eluting with a 1:1 mixture of ethyl acetate and methylene chloride to afford the N-Cyclopropyl-1-[3-(4-bromomethylphenyl)phenyl]-1,4-dihydro[1,8]naphthyrid...